This data is from the Open Reaction Database (ORD), a public repository of structured organic reaction records. The task is: describe an organic reaction: reactants, conditions, products, and yield Reaction SMILES: [Br:1][c:2]1[cH:3][c:4]2[c:5]([cH:23][cH:24]1)[C:6]1([CH2:7][O:8]2)[C:9](=[O:22])[N:10]([CH2:17][CH2:18][CH2:19][CH2:20][CH3:21])[c:11]2[cH:12][cH:13][cH:14][cH:15][c:16]21.[CH3:25][S:26](=[O:27])[O-:28].[CH3:38][S:39](=[O:40])[CH3:41].[Cu:43]([I:44])[I:45].[Na+:29].[OH2:42].[OH:30][C:31]([CH:32]1[NH:33][CH2:34][CH2:35][CH2:36]1)=[O:37]>>[c:2]1([S:26]([CH3:25])(=[O:27])=[O:28])[cH:3][c:4]2[c:5]([cH:23][cH:24]1)[C:6]1([CH2:7][O:8]2)[C:9](=[O:22])[N:10]([CH2:17][CH2:18][CH2:19][CH2:20][CH3:21])[c:11]2[cH:12][cH:13][cH:14][cH:15][c:16]21. Product: CCCCCN1C(=O)C2(COc3cc(S(C)(=O)=O)ccc32)c2ccccc21. Starting materials: CCCCCN1C(=O)C2(COc3cc(Br)ccc32)c2ccccc21, CS(=O)[O-], CS(C)=O, I[Cu]I, [Na+], O, O=C(O)C1CCCN1. Reactants: FC(C(=O)O)(F)F (trifluoroacetic acid), NC1=C2N=CN(C2=NC=N1)[C@@H]1C[C@@H]([C@@H]2[C@H]1OC(O2)(C)C)CN(CCCNC(=O)NC2=CC=C(C=C2)C(C)(C)C)C (1-(3-((((3aR,4R,6R,6aS)-6-(6-amino-9H-purin-9-yl)-2,2-dimethyltetrahydro-3aH-cyclopenta[d][1,3]dioxol-4-yl)methyl)(methyl)amino)propyl)-3-(4-(tert-butyl)phenyl)urea). Run in O (water). Run at time 30 minute. Product: NC1=C2N=CN(C2=NC=N1)[C@H]1[C@@H]([C@@H]([C@H](C1)CN(CCCNC(=O)NC1=CC=C(C=C1)C(C)(C)C)C)O)O (1-(3-((((1R,2R,3S,4R)-4-(6-amino-9H-purin-9-yl)-2,3-dihydroxycyclopentyl)methyl)(methyl)amino)propyl)-3-(4-(tert-butyl)phenyl)urea). Isolated yield 103.4%. As a reaction SMILES: FC(F)(F)C(O)=O.[NH2:8][C:9]1[N:17]=[CH:16][N:15]=[C:14]2[C:10]=1[N:11]=[CH:12][N:13]2[C@H:18]1[C@@H:22]2[O:23]C(C)(C)[O:25][C@@H:21]2[C@@H:20]([CH2:28][N:29]([CH3:47])[CH2:30][CH2:31][CH2:32][NH:33][C:34]([NH:36][C:37]2[CH:42]=[CH:41][C:40]([C:43]([CH3:46])([CH3:45])[CH3:44])=[CH:39][CH:38]=2)=[O:35])[CH2:19]1>O>[NH2:8][C:9]1[N:17]=[CH:16][N:15]=[C:14]2[C:10]=1[N:11]=[CH:12][N:13]2[C@@H:18]1[CH2:19][C@H:20]([CH2:28][N:29]([CH3:47])[CH2:30][CH2:31][CH2:32][NH:33][C:34]([NH:36][C:37]2[CH:38]=[CH:39][C:40]([C:43]([CH3:45])([CH3:46])[CH3:44])=[CH:41][CH:42]=2)=[O:35])[C@@H:21]([OH:25])[C@H:22]1[OH:23]. Procedure details: A cooled (ice bath) solution of trifluoroacetic acid (5.2 mL, 67 mmol) in water (0.60 mL) was added to the precooled (ice bath) flask of 1-(3-((((3aR,4R,6R,6aS)-6-(6-amino-9H-purin-9-yl)-2,2-dimethyltetrahydro-3aH-cyclopenta[d][1,3]dioxol-4-yl)methyl)(methyl)amino)propyl)-3-(4-(tert-butyl)phenyl)urea (0.10 g, 0.18 mmol). The reaction mixture was stirred for 30 min, the cold bath was removed, and the clear, pale yellow reaction mixture was stirred at rt for 1 h; HPLC indicated complete consumptio... The reactants are C[Si](C)(C)N=C=S (trimethylsilylisothiocyanate), CC=1C=NC=2CCCCC2C1 (3-methyl-5,6,7,8-tetrahydroquinoline), C(CCC)[Li] (n-butyl lithium), CCCCCC (hexane), Cl (HCl). Run in C1=CC=CC=C1 (benzene), C1=CC=CC=C1 (benzene), O (water). Product: C(#N)C1CCCC=2C=C(C=NC12)C (8-Cyano-3-methyl-5,6,7,8-tetrahydroquinoline). Isolated yield 34.8%. RXN SMILES: [CH3:1][C:2]1[CH:3]=[N:4][C:5]2[CH2:6][CH2:7][CH2:8][CH2:9][C:10]=2[CH:11]=1.C([Li])CCC.CCCCCC.C[Si]([N:27]=[C:28]=S)(C)C.Cl>C1C=CC=CC=1.O>[C:28]([CH:6]1[C:5]2[N:4]=[CH:3][C:2]([CH3:1])=[CH:11][C:10]=2[CH2:9][CH2:8][CH2:7]1)#[N:27]. Procedure: A solution of 3-methyl-5,6,7,8-tetrahydroquinoline (29 g., 0.2 mol) in benzene (200 ml.) was cooled to 0° C and treated dropwise with a 15% w/w solution of n-butyl lithium in hexane (88 ml., 0.2 mol) under nitrogen. After 1 hour at 0° C the reaction mixture was added portionwise to a solution of trimethylsilylisothiocyanate (112 ml., 0.8 mol.) in benzene (200 ml.) at 0° C and under nitrogen. After 21/2 hours at room temperature the reaction mixture was treated with water (100 ml.) and with 2N HC... Reactants: C(C)(C)N(CC)C(C)C (diisopropylethylamine), Cl.C(C)(C)(C)OC([C@@H](N)CC(C)C)=O (L-Leucine tert-butyl ester hydrochloride), C(CCC)C1=NC(=NC(=C1)Cl)N1C=NC(=C1)C1=CC=C(C=C1)OC(F)(F)F (4-Butyl-6-chloro-2-[4-(4-trifluoromethoxy-phenyl)-imidazol-1-yl]-pyrimidine). The solvent is CS(=O)C (DMSO). Run at temperature 80 celsius. Product: C(C)(C)(C)OC(C(CC(C)C)NC1=NC(=NC(=C1)CCCC)N1C=NC(=C1)C1=CC=C(C=C1)OC(F)(F)F)=O (2-{6-butyl-2-[4-(4-trifluoromethoxyphenyl) imidazol-1-yl] pyrimidin-4-ylamino}-4-methyl-pentanoic acid tert-butyl ester). Yield: 84.9%. RXN SMILES: Cl.[C:2]([O:6][C:7](=[O:14])[C@H:8]([CH2:10][CH:11]([CH3:13])[CH3:12])[NH2:9])([CH3:5])([CH3:4])[CH3:3].C(N(C(C)C)CC)(C)C.[CH2:24]([C:28]1[CH:33]=[C:32](Cl)[N:31]=[C:30]([N:35]2[CH:39]=[C:38]([C:40]3[CH:45]=[CH:44][C:43]([O:46][C:47]([F:50])([F:49])[F:48])=[CH:42][CH:41]=3)[N:37]=[CH:36]2)[N:29]=1)[CH2:25][CH2:26][CH3:27]>CS(C)=O>[C:2]([O:6][C:7](=[O:14])[CH:8]([NH:9][C:32]1[CH:33]=[C:28]([CH2:24][CH2:25][CH2:26][CH3:27])[N:29]=[C:30]([N:35]2[CH:39]=[C:38]([C:40]3[CH:45]=[CH:44][C:43]([O:46][C:47]([F:48])([F:49])[F:50])=[CH:42][CH:41]=3)[N:37]=[CH:36]2)[N:31]=1)[CH2:10][CH:11]([CH3:12])[CH3:13])([CH3:5])([CH3:4])[CH3:3] |f:0.1|. Reported procedure: L-Leucine tert-butyl ester hydrochloride (291 mg) was dissolved in DMSO (5 mL) under an argon atmosphere and treated with diisopropylethylamine (450 μL, 2.6 mmol, 4 eq.) followed by 4-Butyl-6-chloro-2-[4-(4-trifluoromethoxy-phenyl)-imidazol-1-yl]-pyrimidine (274 mg). The mixture was heated to 80° C. for 48 h. DMSO and the volatiles were removed in vacuo to give a crude residue from which 2-{6-butyl-2-[4-(4-trifluoromethoxyphenyl) imidazol-1-yl] pyrimidin-4-ylamino}-4-methyl-pentanoic acid tert-b...